Dataset: the Open Reaction Database (ORD), a public repository of structured organic reaction records. Task: describe an organic reaction: reactants, conditions, products, and yield The product is COC(=O)c1c(C)cccc1CBr. As a reaction SMILES: [Br:13][N:14]1[C:15](=[O:16])[CH2:17][CH2:18][C:19]1=[O:20].[CH3:1][c:2]1[c:3]([C:4](=[O:5])[O:6][CH3:7])[c:8]([CH3:12])[cH:9][cH:10][cH:11]1>>[CH2:1]([c:2]1[c:3]([C:4](=[O:5])[O:6][CH3:7])[c:8]([CH3:12])[cH:9][cH:10][cH:11]1)[Br:13]. Reactants: O=C1CCC(=O)N1Br, COC(=O)c1c(C)cccc1C. Reactants: COc1cnc(NC(=O)Oc2ccccc2)cn1, CS(C)=O, CCN(C(C)C)C(C)C, Cl, COc1cnc(N)cn1, FC(F)(F)c1ccc(Oc2cccc(C=C3CCNCC3)c2)nc1. Product: COc1cnc(NC(=O)N2CCC(=Cc3cccc(Oc4ccc(C(F)(F)F)cn4)c3)CC2)cn1. RXN SMILES: [CH3:26][O:27][c:28]1[n:29][cH:30][c:31]([NH:34][C:35]([O:36][c:38]2[cH:39][cH:40][cH:41][cH:42][cH:43]2)=[O:37])[n:32][cH:33]1.[CH3:62][S:63]([CH3:64])=[O:65].[CH:53]([N:54]([CH:55]([CH3:56])[CH3:57])[CH2:58][CH3:59])([CH3:60])[CH3:61].[ClH:1].[NH2:44][c:45]1[cH:46][n:47][c:48]([O:49][CH3:50])[cH:51][n:52]1.[NH:2]1[CH2:3][CH2:4][C:5](=[CH:8][c:9]2[cH:10][c:11]([O:12][c:13]3[n:14][cH:15][c:16]([C:19]([F:20])([F:21])[F:22])[cH:17][cH:18]3)[cH:23][cH:24][cH:25]2)[CH2:6][CH2:7]1>>[N:2]1([C:35]([NH:34][c:31]2[cH:30][n:29][c:28]([O:27][CH3:26])[cH:33][n:32]2)=[O:36])[CH2:3][CH2:4][C:5](=[CH:8][c:9]2[cH:10][c:11]([O:12][c:13]3[n:14][cH:15][c:16]([C:19]([F:20])([F:21])[F:22])[cH:17][cH:18]3)[cH:23][cH:24][cH:25]2)[CH2:6][CH2:7]1. Reactants: CCOC(=O)C(NC(=O)OC(C)(C)C)C1C(CN=[N+]=[N-])C1C(=O)OCC, CI, CCOC(C)=O, O=[Pt]=O. Product: CCOC(=O)C(NC(=O)OC(C)(C)C)C1C(CNC)C1C(=O)OCC. As a reaction SMILES: [C:1]([CH3:2])([CH3:3])([CH3:4])[O:5][C:6](=[O:7])[NH:8][CH:9]([C:10](=[O:11])[O:12][CH2:13][CH3:14])[CH:15]1[CH:16]([C:22](=[O:23])[O:24][CH2:25][CH3:26])[CH:17]1[CH2:18][N:19]=[N+:20]=[N-:21].[CH3:27][I:28].[CH3:29][CH2:30][O:31][C:32](=[O:33])[CH3:34].[Pt:35](=[O:36])=[O:37]>>[C:1]([CH3:2])([CH3:3])([CH3:4])[O:5][C:6](=[O:7])[NH:8][CH:9]([C:10](=[O:11])[O:12][CH2:13][CH3:14])[CH:15]1[CH:16]([C:22](=[O:23])[O:24][CH2:25][CH3:26])[CH:17]1[CH2:18][NH:19][CH3:27].